Dataset: the Open Reaction Database (ORD), a public repository of structured organic reaction records. Task: describe an organic reaction: reactants, conditions, products, and yield Reactants: CCN=C=NCCCN(C)C.Cl (WSC.HCl), Cl.CNOC (N,O-dimethylhydroxylamine hydrochloride), C=1C=CC2=C(C1)N=NN2O (HOBt), CC(CC1CC(C1)C(=O)O)(C)C (3-(2,2-Dimethylpropyl)cyclobutanecarboxylic acid). Solvent: O (Water), O (H2O), C(C)N(CC)CC (triethylamine), CN(C)C=O (DMF). Yields the product CON(C(=O)C1CC(C1)CC(C)(C)C)C (N-Methoxy-N-methyl-3-(2,2-dimethylpropyl)cyclobutanecarboxamide). Yield: 101.0%. RXN SMILES: [CH3:1][C:2]([CH3:12])([CH3:11])[CH2:3][CH:4]1[CH2:7][CH:6]([C:8](O)=[O:9])[CH2:5]1.Cl.[CH3:14][NH:15][O:16][CH3:17].C1C=CC2N(O)N=NC=2C=1.CCN=C=NCCCN(C)C.Cl>O.C(N(CC)CC)C.CN(C=O)C>[CH3:17][O:16][N:15]([CH3:14])[C:8]([CH:6]1[CH2:7][CH:4]([CH2:3][C:2]([CH3:12])([CH3:11])[CH3:1])[CH2:5]1)=[O:9] |f:1.2,4.5|. Reported procedure: 3-(2,2-Dimethylpropyl)cyclobutanecarboxylic acid (75.2 g) and DMF (600 mL) were mixed. After an addition of N,O-dimethylhydroxylamine hydrochloride (51.7 g), triethylamine (92.4 mL), HOBt.H2O (81.2 g) and WSC.HCl (101.6 g) to the mixture, the mixture was stirred at RT overnight. Water was poured into the reaction and the mixture was extracted with ethyl acetate/hexane=1/1. The organic layer was washed with 1 N hydrochloric acid, water, aqueous 10 w/v % sodium carbonate and water, then dried over... Starting materials: [N+](=[N-])=C (diazomethane), CO (MeOH), [N+](=O)([O-])C=1C=C(C(=O)O)C=CC1 (3-Nitrobenzoic acid). The solvent is C1(=CC=CC=C1)C (toluene), C1(=CC=CC=C1)C (toluene). Run at time 1.5 hour. Yields the product [N+](=O)([O-])C=1C=C(C(=O)OC)C=CC1 (methyl 3-nitrobenzoate). As a reaction SMILES: [N+:1]([C:4]1[CH:5]=[C:6]([CH:10]=[CH:11][CH:12]=1)[C:7]([OH:9])=[O:8])([O-:3])=[O:2].[N+](=[CH2:15])=[N-].CO>C1(C)C=CC=CC=1>[N+:1]([C:4]1[CH:5]=[C:6]([CH:10]=[CH:11][CH:12]=1)[C:7]([O:9][CH3:15])=[O:8])([O-:3])=[O:2]. Procedure details: 3-Nitrobenzoic acid (Aldrich)(1 g; 5.98 mmol; 1 eq.) is dissolved in toluene (15 ml). Timethylsilyl diazomethane in toluene and MeOH (1/1)(9.0 ml; 2 M; 17.95 mmol; 3 eq.) is added dropwise. The solution is stirred at rt for 1.5 h. Solvents are removed affording methyl 3-nitrobenzoate as a yellow powder (940.7 mg; 87%). Starting materials: C1(=CC=CC=C1)C(N1C(C(C2=CC=CC=C12)C1=CC2=C(N(C(O2)=O)C)C=C1O)=O)C1=CC=CC=C1 (6-[1-(diphenylmethyl)-2-oxo-2,3-dihydro-1H-indol-3-yl]-5-hydroxy-3-methyl-1,3-benzoxazol-2(3H)-one), C1(=CC=CC=C1)C(N1C(C(C2=CC=CC=C12)C1=C(C=C(C(=C1)C)OC)O)=O)C1=CC=CC=C1 (1-(diphenylmethyl)-3-(2-hydroxy-4-methoxy-5-methylphenyl)-1,3-dihydro-2H-indol-2-one). Product: C1(=CC=CC=C1)C(N1C(C2(C3=CC=CC=C13)COC=1C2=CC2=C(N(C(O2)=O)C)C1)=O)C1=CC=CC=C1 (1′-(diphenylmethyl)-3-methylspiro[furo[2,3-f][1,3]benzoxazole-7,3′-indole]-2,2′(1′H,3H)-dione). Reaction SMILES: [C:1]1([CH:7]([C:30]2[CH:35]=[CH:34][CH:33]=[CH:32][CH:31]=2)[N:8]2[C:16]3[C:11](=[CH:12][CH:13]=[CH:14][CH:15]=3)[CH:10]([C:17]3[C:27]([OH:28])=[CH:26][C:20]4[N:21]([CH3:25])[C:22](=[O:24])[O:23][C:19]=4[CH:18]=3)[C:9]2=[O:29])[CH:6]=[CH:5][CH:4]=[CH:3][CH:2]=1.[C:36]1(C(C2C=CC=CC=2)N2C3C(=CC=CC=3)C(C3C=C(C)C(OC)=CC=3O)C2=O)C=CC=CC=1>>[C:30]1([CH:7]([C:1]2[CH:2]=[CH:3][CH:4]=[CH:5][CH:6]=2)[N:8]2[C:16]3[C:11](=[CH:12][CH:13]=[CH:14][CH:15]=3)[C:10]3([C:17]4=[CH:18][C:19]5[O:23][C:22](=[O:24])[N:21]([CH3:25])[C:20]=5[CH:26]=[C:27]4[O:28][CH2:36]3)[C:9]2=[O:29])[CH:31]=[CH:32][CH:33]=[CH:34][CH:35]=1. Procedure: Following the procedure as described in EXAMPLE 2 and making non-critical variations using 6-[1-(diphenylmethyl)-2-oxo-2,3-dihydro-1H-indol-3-yl]-5-hydroxy-3-methyl-1,3-benzoxazol-2(3H)-one to replace 1-(diphenylmethyl)-3-(2-hydroxy-4-methoxy-5-methylphenyl)-1,3-dihydro-2H-indol-2-one, 1′-(diphenylmethyl)-3-methylspiro[furo[2,3-f][1,3]benzoxazole-7,3′-indole]-2,2′(1′H,3H)-dione was obtained (40%) as a colorless solid: mp 228-229° C. (ethyl acetate); 1H NMR (300 MHz, CDCl3) δ7.42-7.28 (m, 10H), 7... Reactants: FC1=C(C(=CC=C1)F)N1C(NCC2=C1N=C(N=C2C=2C=C(C(=O)NC)C=CC2C)S(=O)(=O)C)=O (3-[8-(2,6-difluorophenyl)-2-(methylsulfonyl)-7-oxo-5,6,7,8-tetrahydropyrimido[4,5-d]pyrimidin-4-yl]-N,4-dimethylbenzamide), CN(CCCN)C (N,N-dimethyl-1,3-propanediamine). Run in C1CCOC1 (THF). Reaction conditions: time 8 hour. Product: [NH4+].[OH-] (NH4OH), FC1=C(C(=CC=C1)F)N1C(NCC2=C1N=C(N=C2C=2C=C(C(=O)NC)C=CC2C)NCCCN(C)C)=O (3-(8-(2,6-difluorophenyl)-2-{[3-(dimethylamino)propyl]amino}-7-oxo-5,6,7,8-tetrahydropyrimido[4,5-d]pyrimidin-4-yl)-N,4-dimethylbenzamide). RXN SMILES: [F:1][C:2]1[CH:7]=[CH:6][CH:5]=[C:4]([F:8])[C:3]=1[N:9]1[C:14]2[N:15]=[C:16](S(C)(=O)=O)[N:17]=[C:18]([C:19]3[CH:20]=[C:21]([CH:26]=[CH:27][C:28]=3[CH3:29])[C:22]([NH:24][CH3:25])=[O:23])[C:13]=2[CH2:12][NH:11][C:10]1=[O:34].[CH3:35][N:36]([CH3:41])[CH2:37][CH2:38][CH2:39][NH2:40]>C1COCC1>[NH4+:9].[OH-:23].[F:1][C:2]1[CH:7]=[CH:6][CH:5]=[C:4]([F:8])[C:3]=1[N:9]1[C:14]2[N:15]=[C:16]([NH:40][CH2:39][CH2:38][CH2:37][N:36]([CH3:41])[CH3:35])[N:17]=[C:18]([C:19]3[CH:20]=[C:21]([CH:26]=[CH:27][C:28]=3[CH3:29])[C:22]([NH:24][CH3:25])=[O:23])[C:13]=2[CH2:12][NH:11][C:10]1=[O:34] |f:3.4|. Procedure details: 3-[8-(2,6-difluorophenyl)-2-(methylsulfonyl)-7-oxo-5,6,7,8-tetrahydropyrimido[4,5-d]pyrimidin-4-yl]-N,4-dimethylbenzamide (0.032 g, 0.031 mmol) was dissolved in THF (5 mL) and N,N-dimethyl-1,3-propanediamine (0.032 g, 0.31 mmol) was added. The reaction was stirred under argon overnight. The solvents were pumped off in vacuo, and the residue was flash chromatographed on silica gel (15 g) eluted with CH2Cl2 to 6:0.5:0.05, CH2Cl2:ethanol:NH4OH to give the title compound as a white amorphous solid. ... Starting materials: ClC1=NC=CC(=N1)C1=C(N=C(S1)C1CCOCC1)C=1C(=C(C=CC1)NS(=O)(=O)C1=C(C=CC(=C1)F)F)F (N-{3-[5-(2-chloro-4-pyrimidinyl)-2-(tetrahydro-2H-pyran-4-yl)-1,3-thiazol-4-yl]-2-fluorophenyl}-2,5-difluorobenzenesulfonamide), C[Zn]C (dimethylzinc). Solvent: C1(=CC=CC=C1)C (toluene). Yields the product FC1=C(C=C(C=C1)F)S(=O)(=O)NC1=C(C(=CC=C1)C=1N=C(SC1C1=NC(=NC=C1)C)C1CCOCC1)F (2,5-difluoro-N-{2-fluoro-3-[5-(2-methyl-4-pyrimidinyl)-2-(tetrahydro-2H-pyran-4-yl)-1,3-thiazol-4-yl]phenyl}benzenesulfonamide), solid. Yield: 73.0%. Reaction SMILES: Cl[C:2]1[N:7]=[C:6]([C:8]2[S:12][C:11]([CH:13]3[CH2:18][CH2:17][O:16][CH2:15][CH2:14]3)=[N:10][C:9]=2[C:19]2[C:20]([F:37])=[C:21]([NH:25][S:26]([C:29]3[CH:34]=[C:33]([F:35])[CH:32]=[CH:31][C:30]=3[F:36])(=[O:28])=[O:27])[CH:22]=[CH:23][CH:24]=2)[CH:5]=[CH:4][N:3]=1.[CH3:38][Zn]C>C1(C)C=CC=CC=1>[F:36][C:30]1[CH:31]=[CH:32][C:33]([F:35])=[CH:34][C:29]=1[S:26]([NH:25][C:21]1[CH:22]=[CH:23][CH:24]=[C:19]([C:9]2[N:10]=[C:11]([CH:13]3[CH2:18][CH2:17][O:16][CH2:15][CH2:14]3)[S:12][C:8]=2[C:6]2[CH:5]=[CH:4][N:3]=[C:2]([CH3:38])[N:7]=2)[C:20]=1[F:37])(=[O:28])=[O:27]. Procedure: Following a procedure analogous to the procedure described in Example 25 using N-{3-[5-(2-chloro-4-pyrimidinyl)-2-(tetrahydro-2H-pyran-4-yl)-1,3-thiazol-4-yl]-2-fluorophenyl}-2,5-difluorobenzenesulfonamide (150 mg, 0.265 mmol) and 2N dimethylzinc in toluene ((0.265 mL, 0.529 mmol), the title compound was obtained as a solid (116 mg, 73% yield). MS (ESI): 547 [M+H]+. Starting materials: ClC1=CC=C(C=C1)[C@@H]1N=C(N([C@@H]1C1=CC=C(C=C1)Cl)C(=O)Cl)C1=C(C=C(C=C1)C(C)(C)C#N)OCC ((4S,5R)-4,5-bis-(4-chloro-phenyl)-2-[4-(cyano-dimethyl-methyl)-2-ethoxy-phenyl]-4,5-dihydro-imidazole-1-carbonyl chloride), CON(C(CN1CCNCC1)=O)C (N-methoxy-N-methyl-2-piperazin-1-yl-acetamide). The product is ClC1=CC=C(C=C1)[C@@H]1N=C(N([C@@H]1C1=CC=C(C=C1)Cl)C(=O)N1CCN(CC1)CC(=O)N(C)OC)C1=C(C=C(C=C1)C(C)(C)C#N)OCC (2-(4-{(4S,5R)-4,5-Bis-(4-chloro-phenyl)-2-[4-(cyano-dimethyl-methyl)-2-ethoxy-phenyl]-4,5-dihydro-imidazole-1-carbonyl}-piperazin-1-yl)-N-methoxy-N-methyl-acetamide). As a reaction SMILES: [Cl:1][C:2]1[CH:7]=[CH:6][C:5]([C@H:8]2[C@@H:12]([C:13]3[CH:18]=[CH:17][C:16]([Cl:19])=[CH:15][CH:14]=3)[N:11]([C:20](Cl)=[O:21])[C:10]([C:23]3[CH:28]=[CH:27][C:26]([C:29]([C:32]#[N:33])([CH3:31])[CH3:30])=[CH:25][C:24]=3[O:34][CH2:35][CH3:36])=[N:9]2)=[CH:4][CH:3]=1.[CH3:37][O:38][N:39]([CH3:49])[C:40](=[O:48])[CH2:41][N:42]1[CH2:47][CH2:46][NH:45][CH2:44][CH2:43]1>>[Cl:1][C:2]1[CH:7]=[CH:6][C:5]([C@H:8]2[C@@H:12]([C:13]3[CH:14]=[CH:15][C:16]([Cl:19])=[CH:17][CH:18]=3)[N:11]([C:20]([N:45]3[CH2:44][CH2:43][N:42]([CH2:41][C:40]([N:39]([O:38][CH3:37])[CH3:49])=[O:48])[CH2:47][CH2:46]3)=[O:21])[C:10]([C:23]3[CH:28]=[CH:27][C:26]([C:29]([C:32]#[N:33])([CH3:31])[CH3:30])=[CH:25][C:24]=3[O:34][CH2:35][CH3:36])=[N:9]2)=[CH:4][CH:3]=1. Procedure: 2-(4-{(4S,5R)-4,5-Bis-(4-chloro-phenyl)-2-[4-(cyano-dimethyl-methyl)-2-ethoxy-phenyl]-4,5-dihydro-imidazole-1-carbonyl}-piperazin-1-yl)-N-methoxy-N-methyl-acetamide was prepared from (4S,5R)-4,5-bis-(4-chloro-phenyl)-2-[4-(cyano-dimethyl-methyl)-2-ethoxy-phenyl]-4,5-dihydro-imidazole-1-carbonyl chloride (example 12j) and N-methoxy-N-methyl-2-piperazin-1-yl-acetamide (example 16b) in an analogous manner as described in example 25. LR-MS: 691.3 [(M+H)+]